This data is from the Open Reaction Database (ORD), a public repository of structured organic reaction records. The task is: describe an organic reaction: reactants, conditions, products, and yield Reactants: CC(O)c1ccccc1Br, CS(C)=O, [Cu]I, O=S([O-])c1ccc2cc(-c3ccc(F)cc3F)ccc2c1, N, [Na+]. Yields the product CC(O)c1ccccc1S(=O)(=O)c1ccc2cc(-c3ccc(F)cc3F)ccc2c1. As a reaction SMILES: [Br:23][c:24]1[c:25]([CH:30]([CH3:31])[OH:32])[cH:26][cH:27][cH:28][cH:29]1.[CH3:34][S:35]([CH3:36])=[O:37].[Cu:38][I:39].[F:1][c:2]1[c:3](-[c:9]2[cH:10][c:11]3[cH:12][cH:13][c:14]([S:19](=[O:20])[O-:21])[cH:15][c:16]3[cH:17][cH:18]2)[cH:4][cH:5][c:6]([F:8])[cH:7]1.[NH3:33].[Na+:22]>>[F:1][c:2]1[c:3](-[c:9]2[cH:10][c:11]3[cH:12][cH:13][c:14]([S:19](=[O:20])(=[O:21])[c:24]4[c:25]([CH:30]([CH3:31])[OH:32])[cH:26][cH:27][cH:28][cH:29]4)[cH:15][c:16]3[cH:17][cH:18]2)[cH:4][cH:5][c:6]([F:8])[cH:7]1. Reactants: C(C(C)C)(=O)OC(C)OC(=O)OC1C(=O)NC(C1)=O ([(1-isobutanoyloxyethoxy)carbonyloxy]succinimide), C(OCCC1CCCCC1)(SC)=O (O-(cyclohexylethyl) S-methyl thiocarbonate). Product: C1(CCCCC1)C(=O)OC(C)OC(=O)OC1C(=O)NC(C1)=O ([(1-cyclohexanoyloxyethoxy)carbonyloxy]succinimide). As a reaction SMILES: [C:1]([O:6][CH:7]([O:9][C:10]([O:12][CH:13]1[CH2:18][C:17](=[O:19])[NH:16][C:14]1=[O:15])=[O:11])[CH3:8])(=[O:5])[CH:2]([CH3:4])[CH3:3].C(=O)(SC)O[CH2:22][CH2:23][CH:24]1CCCCC1>>[CH:2]1([C:1]([O:6][CH:7]([O:9][C:10]([O:12][CH:13]2[CH2:18][C:17](=[O:19])[NH:16][C:14]2=[O:15])=[O:11])[CH3:8])=[O:5])[CH2:4][CH2:24][CH2:23][CH2:22][CH2:3]1. Procedure: Following the procedures for synthesizing [(1-isobutanoyloxyethoxy)carbonyloxy]succinimide (17) and replacing compound (2) with compound (6) affords [(1-cyclohexanoyloxyethoxy)carbonyloxy]succinimide (20). The reactants are ClC1=C(C=CC=C1)C(CN)CN (2-(2-chlorophenyl)1,3-propanediamine), Cl (HCl). The product is C1(=CC=CC=C1)C(CN)CN (2-Phenyl-1,3-propanediamine). Reaction SMILES: Cl[C:2]1[CH:7]=[CH:6][CH:5]=[CH:4][C:3]=1[CH:8]([CH2:11][NH2:12])[CH2:9][NH2:10].Cl>>[C:3]1([CH:8]([CH2:9][NH2:10])[CH2:11][NH2:12])[CH:4]=[CH:5][CH:6]=[CH:7][CH:2]=1. Procedure: 2-(2-chlorophenyl)1,3-propanediamine, bp 87°-92° C./0.05 mm (di HCl salt, mp 253°-257° C.); Reactants: O=C([O-])O, O=C(O)c1cc(N(CC2CC2)C2CCCCC2)ncn1, CC(C)NC(C)C, COC(=O)Cl, ClCCl, CCOC(=O)CCS(=O)(=O)Cc1ccc(N)cc1, [Na+]. Product: CCOC(=O)CCS(=O)(=O)Cc1ccc(NC(=O)c2cc(N(CC3CC3)C3CCCCC3)ncn2)cc1. Reaction SMILES: [C:51](=[O:52])([OH:53])[O-:54].[CH:1]1([N:7]([c:8]2[cH:9][c:10]([C:14](=[O:15])[OH:16])[n:11][cH:12][n:13]2)[CH2:17][CH:18]2[CH2:19][CH2:20]2)[CH2:2][CH2:3][CH2:4][CH2:5][CH2:6]1.[CH:21]([NH:22][CH:23]([CH3:24])[CH3:25])([CH3:26])[CH3:27].[Cl:28][C:29]([O:30][CH3:31])=[O:32].[Cl:56][CH2:57][Cl:58].[NH2:33][c:34]1[cH:35][cH:36][c:37]([CH2:38][S:39](=[O:40])(=[O:41])[CH2:42][CH2:43][C:44](=[O:45])[O:46][CH2:47][CH3:48])[cH:49][cH:50]1.[Na+:55]>>[CH:1]1([N:7]([c:8]2[cH:9][c:10]([C:14](=[O:16])[NH:33][c:34]3[cH:35][cH:36][c:37]([CH2:38][S:39](=[O:40])(=[O:41])[CH2:42][CH2:43][C:44](=[O:45])[O:46][CH2:47][CH3:48])[cH:49][cH:50]3)[n:11][cH:12][n:13]2)[CH2:17][CH:18]2[CH2:19][CH2:20]2)[CH2:2][CH2:3][CH2:4][CH2:5][CH2:6]1. The reactants are CCOC(=O)c1cc2c(n1CC#N)C1CCC2C1, CO. Product: CCOC(=O)c1cc2c(n1CCN)C1CCC2C1. Reaction SMILES: [C:1](#[N:2])[CH2:3][n:4]1[c:5]2[c:10]([cH:11][c:12]1[C:13](=[O:14])[O:15][CH2:16][CH3:17])[CH:9]1[CH2:8][CH2:7][CH:6]2[CH2:18]1.[CH3:19][OH:20]>>[CH2:1]([NH2:2])[CH2:3][n:4]1[c:5]2[c:10]([cH:11][c:12]1[C:13](=[O:14])[O:15][CH2:16][CH3:17])[CH:9]1[CH2:8][CH2:7][CH:6]2[CH2:18]1. Starting materials: Clc1ccc2nsnc2n1, CC(C)(O)c1cc(F)c(-c2cc(C(N)=O)c(N)s2)c(F)c1. The product is CC(C)(O)c1cc(F)c(-c2cc(C(N)=O)c(Nc3ccc4nsnc4n3)s2)c(F)c1. Reaction SMILES: [Cl:22][c:23]1[cH:24][cH:25][c:26]2[c:27]([n:28]1)[n:29][s:30][n:31]2.[NH2:1][c:2]1[s:3][c:4](-[c:10]2[c:11]([F:21])[cH:12][c:13]([C:17]([CH3:18])([CH3:19])[OH:20])[cH:14][c:15]2[F:16])[cH:5][c:6]1[C:7](=[O:8])[NH2:9]>>[NH:1]([c:2]1[s:3][c:4](-[c:10]2[c:11]([F:21])[cH:12][c:13]([C:17]([CH3:18])([CH3:19])[OH:20])[cH:14][c:15]2[F:16])[cH:5][c:6]1[C:7](=[O:8])[NH2:9])[c:23]1[cH:24][cH:25][c:26]2[c:27]([n:28]1)[n:29][s:30][n:31]2. Reactants: C([O-])([O-])=O.[K+].[K+] (potassium carbonate), C(CCCCCCCCCCCO)O (1,12-dodecanediol), [N+](=O)([O-])C=1C=C(C(C#N)=CC1)C#N (4-nitrophthalonitrile), C([O-])([O-])=O.[K+].[K+] (potassium carbonate), Cl (hydrochloric acid). Run in CS(=O)C (dimethyl sulfoxide). The product is C(#N)C=1C=C(OCCCCCCCCCCCCOC2=CC(=C(C=C2)C#N)C#N)C=CC1C#N (1,12-bis(3,4-dicyanophenoxy) dodecane). Reaction SMILES: [CH2:1](O)[CH2:2][CH2:3][CH2:4][CH2:5][CH2:6][CH2:7][CH2:8][CH2:9][CH2:10][CH2:11][CH2:12][OH:13].[N+]([C:18]1[CH:19]=[C:20]([C:26]#[N:27])[C:21](=[CH:24][CH:25]=1)[C:22]#[N:23])([O-])=O.[C:28](=[O:31])([O-])[O-].[K+].[K+].Cl>CS(C)=O>[C:26]([C:20]1[CH:19]=[C:18]([CH:25]=[CH:24][C:21]=1[C:22]#[N:23])[O:13][CH2:12][CH2:11][CH2:10][CH2:9][CH2:8][CH2:7][CH2:6][CH2:5][CH2:4][CH2:3][CH2:2][CH2:1][O:31][C:28]1[CH:25]=[CH:24][C:21]([C:22]#[N:23])=[C:20]([C:26]#[N:27])[CH:19]=1)#[N:27] |f:2.3.4|. Procedure: A mixture of 1,12-dodecanediol (20.4 g, 0.10 mol), 4-nitrophthalonitrile (35 g, 0.20 mol), anhydrous potassium carbonate (69 g, 0.50 mol) and 180 ml of dimethyl sulfoxide was heated at 70°-75° C. for 6 hours under a nitrogen atmosphere. The potassium carbonate was added in three portions. After cooling, the content was slowly poured into 500 ml of cold dilute (2 N) hydrochloric acid. The aqueous solution was extracted with four, 100 ml portions of chloroform. The combined extract was washed seve...